Dataset: the Open Reaction Database (ORD), a public repository of structured organic reaction records. Task: describe an organic reaction: reactants, conditions, products, and yield The product is benzyl, [Si](C)(C)(C(C)(C)C)O[C@H]1[C@@H](O[C@@H]([C@H]1O[Si](C)(C)C(C)(C)C)CO[Si](C)(C)C(C)(C)C)N1C=NC=2C(NCC3=CC=CC=C3)=NC=NC12 (2′,3′,5′Tris-O-(tert-butyldimethylsilyl)-N6-benzyladenosine). Procedure details: As described for the synthesis of 6-(morpholin-4-yl)-9-[2-deoxy-3,5-bis-O-(tert-butyldimethylsilyl)-β-D-erythro-pentofuranosyl]purine, this benzyl derivative was prepared by a reaction between O6-(benzotriazol-1-yl)-2′,3′,5′-tris-O-(tert-butyldimethylsilyl)inosine (27) (71.8 mg, 0.099 mmol) and benzylamine (21.8 μL, 0.200 mmol) in the presence of Cs2CO3 (65.2 mg, 0.200 mmol) in dry DME (1.0 mL) at room temperature over 7 h. Chromatographic purification (SiO2, elution with 3% EtOAc in hexanes fol... Reactants: N1(N=NC2=C1C=CC=C2)OC=2C=1N=CN([C@H]3[C@H](O[Si](C)(C)C(C)(C)C)[C@H](O[Si](C)(C)C(C)(C)C)[C@@H](CO[Si](C)(C)C(C)(C)C)O3)C1N=CN2 (O6-(benzotriazol-1-yl)-2′,3′,5′-tris-O-(tert-butyldimethylsilyl)inosine), C(C1=CC=CC=C1)N (benzylamine), C(=O)([O-])[O-].[Cs+].[Cs+] (Cs2CO3), N1(CCOCC1)C1=C2N=CN(C2=NC=N1)[C@H]1C[C@H](O[Si](C)(C)C(C)(C)C)[C@H](O1)CO[Si](C)(C)C(C)(C)C (6-(morpholin-4-yl)-9-[2-deoxy-3,5-bis-O-(tert-butyldimethylsilyl)-β-D-erythro-pentofuranosyl]purine). Run in COCCOC (DME). Isolated yield 88.0%. As a reaction SMILES: N1(C2N=CN=C3C=2N=CN3[C@@H]2O[C@H](CO[Si](C(C)(C)C)(C)C)[C@@H](O[Si](C(C)(C)C)(C)C)C2)CCOCC1.N1(O[C:48]2[C:49]3[N:50]=[CH:51][N:52]([C:83]=3[N:84]=[CH:85][N:86]=2)[C@@H:53]2[O:82][C@H:72]([CH2:73][O:74][Si:75]([C:78]([CH3:81])([CH3:80])[CH3:79])([CH3:77])[CH3:76])[C@@H:63]([O:64][Si:65]([C:68]([CH3:71])([CH3:70])[CH3:69])([CH3:67])[CH3:66])[C@H:54]2[O:55][Si:56]([C:59]([CH3:62])([CH3:61])[CH3:60])([CH3:58])[CH3:57])C2C=CC=CC=2N=N1.[CH2:87]([NH2:94])[C:88]1[CH:93]=[CH:92][CH:91]=[CH:90][CH:89]=1.C([O-])([O-])=O.[Cs+].[Cs+]>COCCOC>[Si:56]([O:55][C@@H:54]1[C@H:73]([O:74][Si:75]([C:78]([CH3:79])([CH3:80])[CH3:81])([CH3:77])[CH3:76])[C@@H:72]([CH2:63][O:64][Si:65]([C:68]([CH3:71])([CH3:70])[CH3:69])([CH3:66])[CH3:67])[O:82][C@H:53]1[N:52]1[C:83]2[N:84]=[CH:85][N:86]=[C:48]([NH:94][CH2:87][C:88]3[CH:93]=[CH:92][CH:91]=[CH:90][CH:89]=3)[C:49]=2[N:50]=[CH:51]1)([C:59]([CH3:62])([CH3:60])[CH3:61])([CH3:57])[CH3:58] |f:3.4.5|. Reactants: C(C)(=O)O (acetic acid), [H][H] (hydrogen), C(C1=CC=CC=C1)N(CCC1=C(NC2=CC=C(C=C12)N1N=NN(C1=O)C)C1=CC(=CC(=C1)C)C)CCCCC=1C=NC=CC1 (1-[3-{2-[benzyl-(4-pyridin-3-yl-butyl)amino]ethyl}-2-(3,5-dimethylphenyl)-1H-indol-5-yl]-4-methyl-1,4-dihydrotetrazol-5-one), solution. The reagents and catalysts are [OH-].[OH-].[Pd+2] (palladium hydroxide on carbon). Run in O (water). Yields the product CC=1C=C(C=C(C1)C)C=1NC2=CC=C(C=C2C1CCNCCCCC=1C=NC=CC1)N1N=NN(C1=O)C (1-{2-(3,5-dimethylphenyl)-3-[2-(4-pyridin-3-yl-butylamino)ethyl]-1H-indol-5-yl}4-methyl-1,4-dihydrotetrazol-5-one). Yield: 94.5%. As a reaction SMILES: C([N:8]([CH2:35][CH2:36][CH2:37][CH2:38][C:39]1[CH:40]=[N:41][CH:42]=[CH:43][CH:44]=1)[CH2:9][CH2:10][C:11]1[C:19]2[C:14](=[CH:15][CH:16]=[C:17]([N:20]3[C:24](=[O:25])[N:23]([CH3:26])[N:22]=[N:21]3)[CH:18]=2)[NH:13][C:12]=1[C:27]1[CH:32]=[C:31]([CH3:33])[CH:30]=[C:29]([CH3:34])[CH:28]=1)C1C=CC=CC=1.C(O)(=O)C.[H][H]>[OH-].[OH-].[Pd+2].O>[CH3:34][C:29]1[CH:28]=[C:27]([C:12]2[NH:13][C:14]3[C:19]([C:11]=2[CH2:10][CH2:9][NH:8][CH2:35][CH2:36][CH2:37][CH2:38][C:39]2[CH:40]=[N:41][CH:42]=[CH:43][CH:44]=2)=[CH:18][C:17]([N:20]2[C:24](=[O:25])[N:23]([CH3:26])[N:22]=[N:21]2)=[CH:16][CH:15]=3)[CH:32]=[C:31]([CH3:33])[CH:30]=1 |f:3.4.5|. Procedure: To a stirred solution of 1-[3-{2-[benzyl-(4-pyridin-3-yl-butyl)amino]ethyl}-2-(3,5-dimethylphenyl)-1H-indol-5-yl]-4-methyl-1,4-dihydrotetrazol-5-one (20 mg in 4 mL methanol) was added 15 mg of 10% palladium hydroxide on carbon catalyst followed by acetic acid (0.020 mL of a 30% solution in water). The reaction flask was fitted with a hydrogen balloon, evacuated and recharged with hydrogen (3 times) and stirred at room temperature. After 30 minutes the reaction was flushed with nitrogen, filtered... Starting materials: C(CCC)O (n-butanol), C(C)N(C=1C=C(C(C=O)=CC1)O)CC (4-diethylamino salicylaldehyde), [N+](=O)([O-])CC(=O)OCC (ethyl nitroacetate), N1CCCCC1 (piperidine). Solvent: C(C)(=O)O (acetic acid). Product: [N+](=O)([O-])C=1C(OC2=CC(=CC=C2C1)N(CC)CC)=O (3-nitro-7-diethylamino coumarin). RXN SMILES: C(O)CCC.[CH2:6]([N:8]([CH2:18][CH3:19])[C:9]1[CH:10]=[C:11]([OH:17])[C:12](=[CH:15][CH:16]=1)[CH:13]=O)[CH3:7].[N+:20]([CH2:23][C:24](OCC)=[O:25])([O-:22])=[O:21].N1CCCCC1>C(O)(=O)C>[N+:20]([C:23]1[C:24](=[O:25])[O:17][C:11]2[C:12]([CH:13]=1)=[CH:15][CH:16]=[C:9]([N:8]([CH2:18][CH3:19])[CH2:6][CH3:7])[CH:10]=2)([O-:22])=[O:21]. Procedure: A mixture containing n-butanol (20 mL), 4-diethylamino salicylaldehyde (1.4 g, 7.2 mmol), ethyl nitroacetate (0.8 mL, 7.2 mmol), molecular sieves 4 Å (100 mg), piperidine (0.1 mL) and acetic acid (0.2 mL) was refluxed for a period of 24 h. Upon cooling to room temperature, a bright yellow solid formed, which was collected and dissolved in DMF (15 mL) at 80° C. It was filtered again to remove the molecular sieves. The filtrate, upon addition to 100 ml of ice-cold water, yielded 3-nitro-7-diethyla... Starting materials: CC(=O)c1ccccc1, OO, CC(=O)c1cccc(C(C)(C)O)c1. Yields the product CC(=O)c1cccc(C(C)(C)OO)c1. Reaction SMILES: [CH3:16][C:17](=[O:18])[c:19]1[cH:20][cH:21][cH:22][cH:23][cH:24]1.[OH:14][OH:15].[OH:1][C:2]([CH3:3])([CH3:4])[c:5]1[cH:6][c:7]([C:11]([CH3:12])=[O:13])[cH:8][cH:9][cH:10]1>>[O:1]([C:2]([CH3:3])([CH3:4])[c:5]1[cH:6][c:7]([C:11]([CH3:12])=[O:13])[cH:8][cH:9][cH:10]1)[OH:18]. Starting materials: C(C1=CC=CC=C1)C=1N=C(C2=C(NC3=CC(=CC=C23)C(=O)OC)N1)Cl (methyl 2-benzyl-4-chloro-9H-pyrimido[4,5-b]indole-7-carboxylate), CC1(OB(OC1(C)C)/C=C/CCN1CCCCC1)C ((E)-1-(4-(4,4,5,5-tetramethyl-1,3,2-dioxaborolan-2-yl)but-3-en-1-yl)piperidine), C([O-])([O-])=O.[K+].[K+] (potassium carbonate). Reagents/catalysts: C=1C=CC(=CC1)[P](C=2C=CC=CC2)(C=3C=CC=CC3)[Pd]([P](C=4C=CC=CC4)(C=5C=CC=CC5)C=6C=CC=CC6)([P](C=7C=CC=CC7)(C=8C=CC=CC8)C=9C=CC=CC9)[P](C=1C=CC=CC1)(C=1C=CC=CC1)C=1C=CC=CC1 (Pd(Ph3P)4). Reaction conditions: temperature 110 celsius, time 24 hour. The product is C(C1=CC=CC=C1)C=1N=C(C2=C(NC3=CC(=CC=C23)C(=O)OC)N1)\C=C\CCN1CCCCC1 ((E)-methyl 2-benzyl-4-(4-(piperidin-1-yl)but-1-en-1-yl)-9H-pyrimido[4,5-b]indole-7-carboxylate). Isolated yield 42.6%. Reaction SMILES: [CH2:1]([C:8]1[N:9]=[C:10](Cl)[C:11]2[C:19]3[C:14](=[CH:15][C:16]([C:20]([O:22][CH3:23])=[O:21])=[CH:17][CH:18]=3)[NH:13][C:12]=2[N:24]=1)[C:2]1[CH:7]=[CH:6][CH:5]=[CH:4][CH:3]=1.CC1(C)C(C)(C)OB(/[CH:34]=[CH:35]/[CH2:36][CH2:37][N:38]2[CH2:43][CH2:42][CH2:41][CH2:40][CH2:39]2)O1.C(=O)([O-])[O-].[K+].[K+]>C1C=CC([P]([Pd]([P](C2C=CC=CC=2)(C2C=CC=CC=2)C2C=CC=CC=2)([P](C2C=CC=CC=2)(C2C=CC=CC=2)C2C=CC=CC=2)[P](C2C=CC=CC=2)(C2C=CC=CC=2)C2C=CC=CC=2)(C2C=CC=CC=2)C2C=CC=CC=2)=CC=1>[CH2:1]([C:8]1[N:9]=[C:10](/[CH:34]=[CH:35]/[CH2:36][CH2:37][N:38]2[CH2:43][CH2:42][CH2:41][CH2:40][CH2:39]2)[C:11]2[C:19]3[C:14](=[CH:15][C:16]([C:20]([O:22][CH3:23])=[O:21])=[CH:17][CH:18]=3)[NH:13][C:12]=2[N:24]=1)[C:2]1[CH:7]=[CH:6][CH:5]=[CH:4][CH:3]=1 |f:2.3.4,^1:54,56,75,94|. Procedure: In a 2-5 mL microwave vial was added methyl 2-benzyl-4-chloro-9H-pyrimido[4,5-b]indole-7-carboxylate (0.100 g, 0.284 mmol), (E)-1-(4-(4,4,5,5-tetramethyl-1,3,2-dioxaborolan-2-yl)but-3-en-1-yl)piperidine (0.113 g, 0.426 mmol), potassium carbonate (0.106 g, 0.768 mmol) and Pd(Ph3P)4 (0.05 g, 0.044 mmol). The vial was purged with N2 (3 vacuum+refill cycles). DME (2.84 mL) and water (0.398 mL) were added and the vial was flushed with N2 (one vacuum+refill) and then heated to 110° C. while stirred fo...